The task is: describe an organic reaction: reactants, conditions, products, and yield. This data is from the Open Reaction Database (ORD), a public repository of structured organic reaction records. Reactants: ClC1=C(C#N)C(=CC(=N1)NC1=NNC(=C1)C)C (2-chloro-6-(5-methyl-1H-pyrazol-3-ylamino)-4-methylnicotinonitrile), Cl.FC1=CC=C(OCCN)C=C1 (2-(4-fluorophenoxy)ethylamine hydrochloride), C(O)([O-])=O.[Na+] (sodium hydrogencarbonate), CS(=O)C (DMSO). Run in O (water). Run at temperature 100 celsius, time 27 hour. Product: FC1=CC=C(OCCNC2=C(C#N)C(=CC(=N2)NC2=NNC(=C2)C)C)C=C1 (2-(2-(4-fluorophenoxy)ethylamino)-6-(5-methyl-1H-pyrazol-3-ylamino)-4-methylnicotinonitrile). Yield: 4.3%. Reaction SMILES: Cl[C:2]1[N:9]=[C:8]([NH:10][C:11]2[CH:15]=[C:14]([CH3:16])[NH:13][N:12]=2)[CH:7]=[C:6]([CH3:17])[C:3]=1[C:4]#[N:5].Cl.[F:19][C:20]1[CH:29]=[CH:28][C:23]([O:24][CH2:25][CH2:26][NH2:27])=[CH:22][CH:21]=1.C(=O)([O-])O.[Na+].CS(C)=O>O>[F:19][C:20]1[CH:29]=[CH:28][C:23]([O:24][CH2:25][CH2:26][NH:27][C:2]2[N:9]=[C:8]([NH:10][C:11]3[CH:15]=[C:14]([CH3:16])[NH:13][N:12]=3)[CH:7]=[C:6]([CH3:17])[C:3]=2[C:4]#[N:5])=[CH:22][CH:21]=1 |f:1.2,3.4|. Procedure: Compound A (200 mg, 813 mmol), 2-(4-fluorophenoxy)ethylamine hydrochloride (466 mg) and sodium hydrogencarbonate (683 mg) were added to DMSO (6 ml), and the mixture was stirred at 100° C. for 27 hr. After stirring, the reaction mixture was added to cold water, and the mixture was extracted with ethyl acetate. The organic layer was washed with saturated brine, and concentrated, and the residue was washed by suspending in ethyl acetate to give the object compound of 2-(2-(4-fluorophenoxy)ethylamin... The reactants are COc1cc(C(=O)N2CCC(CCN3CCC(Nc4nc5ccccc5n4C)CC3)(c3ccc(Cl)c(Cl)c3)C2)cc(OC)c1OC, CS(=O)(=O)O, CCOCC, CCOC(C)=O, CC(C)O. The product is COc1cc(C(=O)N2CCC(CCN3CCC(Nc4nc5ccccc5n4C)CC3)(c3ccc(Cl)c(Cl)c3)C2)cc(OC)c1OC, CS(=O)(=O)O. Reaction SMILES: [CH3:1][O:2][c:3]1[cH:4][c:5]([C:6](=[O:7])[N:8]2[CH2:9][C:10]([c:13]3[cH:14][c:15]([Cl:20])[c:16]([Cl:19])[cH:17][cH:18]3)([CH2:21][CH2:22][N:23]3[CH2:24][CH2:25][CH:26]([NH:29][c:30]4[n:31][c:32]5[c:33]([n:34]4[CH3:35])[cH:36][cH:37][cH:38][cH:39]5)[CH2:27][CH2:28]3)[CH2:11][CH2:12]2)[cH:40][c:41]([O:45][CH3:46])[c:42]1[O:43][CH3:44].[CH3:47][S:48]([OH:49])(=[O:50])=[O:51].[CH3:56][CH2:57][O:58][CH2:59][CH3:60].[CH3:61][CH2:62][O:63][C:64](=[O:65])[CH3:66].[CH:52]([OH:53])([CH3:54])[CH3:55]>>[CH3:1][O:2][c:3]1[cH:4][c:5]([C:6](=[O:7])[N:8]2[CH2:9][C:10]([c:13]3[cH:14][c:15]([Cl:20])[c:16]([Cl:19])[cH:17][cH:18]3)([CH2:21][CH2:22][N:23]3[CH2:24][CH2:25][CH:26]([NH:29][c:30]4[n:31][c:32]5[c:33]([n:34]4[CH3:35])[cH:36][cH:37][cH:38][cH:39]5)[CH2:27][CH2:28]3)[CH2:11][CH2:12]2)[cH:40][c:41]([O:45][CH3:46])[c:42]1[O:43][CH3:44].[CH3:47][S:48](=[O:49])(=[O:50])[OH:51]. Reactants: BrC=1C=NC(=C(C(=O)O)C1)O (5-bromo-2-hydroxynicotinic acid), S(=O)(Cl)Cl (thionyl chloride). The product is ClC1=C(C(=O)O)C=CC=N1 (2-chloro-nicotinic acid). Reaction SMILES: Br[C:2]1[CH:3]=[N:4][C:5](O)=[C:6]([CH:10]=1)[C:7]([OH:9])=[O:8].S(Cl)([Cl:14])=O>>[Cl:14][C:5]1[N:4]=[CH:3][CH:2]=[CH:10][C:6]=1[C:7]([OH:9])=[O:8]. Procedure details: Substituted pyridines 12 can be prepared by the procedure described in Scheme 4. A solution of sodium hypobromite is freshly prepared and added to a 2-hydroxynicotinic acid 7 and heated, such as at a temperature of about 50° C. Additional sodium hypobromide may be added to form the bromo compound 8 as needed. The 5-bromo-2-hydroxynicotinic acid 8 is reacted with thionyl chloride, at suitable temperature, such as at a temperature >RT, and preferably at about 80° C., to form the 2-chloro-nicotinic... The reactants are P(O)(=O)(OP(=O)(O)OP(=O)(O)O)OC[C@@H]1[C@H]([C@H]([C@@H](O1)N1C=NC=2C(=O)NC(N)=NC12)O)O (Guanosine triphosphate), S(=O)(=O)(OC)OC (dimethyl sulfate). The product is CN1C=[N+](C2=C1C(=O)N=C(N2)N)[C@H]3[C@@H]([C@@H]([C@H](O3)COP(=O)(O)OP(=O)(O)OP(=O)(O)O)O)O.C(C)[NH+](CC)CC (m7GTP triethylammonium), solid. The yield is 50.0%. Reaction SMILES: [P:1]([O:13][CH2:14][C@H:15]1[O:19][C@@H:18]([N:20]2[C:30]3[N:29]=[C:27]([NH2:28])[NH:26][C:24](=[O:25])[C:23]=3[N:22]=[CH:21]2)[C@H:17]([OH:31])[C@@H:16]1[OH:32])([O:4][P:5]([O:8][P:9]([OH:12])([OH:11])=[O:10])([OH:7])=[O:6])(=[O:3])[OH:2].S(OC)(O[CH3:37])(=O)=O>>[CH3:37][N:22]1[C:23]2[C:24]([N:26]=[C:27]([NH2:28])[NH:29][C:30]=2[N+:20]([C@@H:18]2[O:19][C@H:15]([CH2:14][O:13][P:1]([O:4][P:5]([O:8][P:9]([OH:11])([OH:12])=[O:10])([OH:7])=[O:6])([OH:2])=[O:3])[C@@H:16]([OH:32])[C@H:17]2[OH:31])=[CH:21]1)=[O:25].[CH2:30]([NH+:20]([CH2:18][CH3:17])[CH2:21][CH3:37])[CH3:23] |f:2.3|. Reported procedure: Guanosine triphosphate (GTP) (300 mg, 0.5 mmol) was methylated using dimethyl sulfate according to the procedure of Hendler et al. ((1970) Biochemistry 9, 414) with modification. The reaction mixture was neutralized and the product purified on a DEAE Sephadex A-25 (Sephadex is a registered trademark of Pharmacia Fine Chemicals, Inc.) column (3×50 cm). The column was washed with water and then eluted with a linear gradient of 0 to 0.8M triethylammonium bicarbonate (TEAB), pH 7.8 (2 l total volume... Reactants: N12CCC(CC1)(C2)C(C#N)(C2=CC=CC=C2)C2=CC=CC=C2 (1-azabicyclo[2.2.1]hept-4-yl(diphenyl)acetonitrile), COCCCBr (3-bromopropyl methyl ether). Solvent: 2CH3CN/3CHCl3. The product is [Br-].C(#N)C(C12CC[N+](CC1)(C2)CCCOC)(C2=CC=CC=C2)C2=CC=CC=C2 (4-[cyano(diphenyl)methyl]-1-[3-(methyloxy)propyl]-1-azoniabicyclo[2.2.1]heptane bromide). The yield is 41.3%. RXN SMILES: [N:1]12[CH2:7][C:4]([C:8]([C:17]3[CH:22]=[CH:21][CH:20]=[CH:19][CH:18]=3)([C:11]3[CH:16]=[CH:15][CH:14]=[CH:13][CH:12]=3)[C:9]#[N:10])([CH2:5][CH2:6]1)[CH2:3][CH2:2]2.[CH3:23][O:24][CH2:25][CH2:26][CH2:27][Br:28]>>[Br-:28].[C:9]([C:8]([C:17]1[CH:22]=[CH:21][CH:20]=[CH:19][CH:18]=1)([C:11]1[CH:12]=[CH:13][CH:14]=[CH:15][CH:16]=1)[C:4]12[CH2:7][N+:1]([CH2:27][CH2:26][CH2:25][O:24][CH3:23])([CH2:6][CH2:5]1)[CH2:2][CH2:3]2)#[N:10] |f:2.3|. Procedure details: Following the general procedure outlined in Example 24, 1-azabicyclo[2.2.1]hept-4-yl(diphenyl)acetonitrile (0.044 g, 0.152 mmol) and 3-bromopropyl methyl ether (0.035 g, 0.229 mmol) in 2CH3CN/3CHCl3 (3.5 mL) were reacted to give the desired product (0.0277 g, 41.3%). EI-MS m/z 361 (M+) Rt (1.58 min). The reactants are C1COCCO1, Cl, O, CCOC(=O)C(=C(O)c1c(Cl)nn(C)c1Cl)c1ccccc1. The product is Cn1nc(Cl)c(C(=O)Cc2ccccc2)c1Cl. Reaction SMILES: [CH2:25]1[O:26][CH2:27][CH2:28][O:29][CH2:30]1.[ClH:24].[OH2:23].[c:1]1([C:7]([C:8]([O:9][CH2:10][CH3:11])=[O:12])=[C:13]([OH:14])[c:15]2[c:16]([Cl:22])[n:17][n:18]([CH3:21])[c:19]2[Cl:20])[cH:2][cH:3][cH:4][cH:5][cH:6]1>>[c:1]1([CH2:7][C:13](=[O:14])[c:15]2[c:16]([Cl:22])[n:17][n:18]([CH3:21])[c:19]2[Cl:20])[cH:2][cH:3][cH:4][cH:5][cH:6]1.